Dataset: the Open Reaction Database (ORD), a public repository of structured organic reaction records. Task: describe an organic reaction: reactants, conditions, products, and yield Reactants: N(=[N+]=[N-])CC(C(=O)O)(COC(C(F)(F)F)(C(F)(F)F)C(F)(F)F)COC(C(F)(F)F)(C(F)(F)F)C(F)(F)F (2-Azidomethyl-3-(2,2,2-Trifluoro-1,1-Bis-Trifluoromethyl-Ethoxy)-2-(2,2,2-Trifluoro-1,1-Bis-Trifluoromethyl-Ethoxymethyl)-Propionic Acid). Reagents/catalysts: [Pd] (Palladium on carbon). Solvent: CO (methanol), CO (methanol). Reaction conditions: time 30 minute. Yields the product NCC(C(=O)O)(COC(C(F)(F)F)(C(F)(F)F)C(F)(F)F)COC(C(F)(F)F)(C(F)(F)F)C(F)(F)F (2-Aminomethyl-3-(2,2,2-Trifluoro-1,1-Bis-Trifluoromethyl-Ethoxy)-2-(2,2,2-Trifluoro-1,1-Bis-Trifluoromethyl-Ethoxymethyl)-Propionic Acid). The yield is 98.6%. Reaction SMILES: [N:1]([CH2:4][C:5]([CH2:24][O:25][C:26]([C:35]([F:38])([F:37])[F:36])([C:31]([F:34])([F:33])[F:32])[C:27]([F:30])([F:29])[F:28])([CH2:9][O:10][C:11]([C:20]([F:23])([F:22])[F:21])([C:16]([F:19])([F:18])[F:17])[C:12]([F:15])([F:14])[F:13])[C:6]([OH:8])=[O:7])=[N+]=[N-]>[Pd].CO>[NH2:1][CH2:4][C:5]([CH2:9][O:10][C:11]([C:12]([F:13])([F:14])[F:15])([C:20]([F:21])([F:22])[F:23])[C:16]([F:17])([F:18])[F:19])([CH2:24][O:25][C:26]([C:27]([F:29])([F:28])[F:30])([C:31]([F:34])([F:33])[F:32])[C:35]([F:38])([F:37])[F:36])[C:6]([OH:8])=[O:7]. Procedure details: A mixture of Palladium on carbon (2.5 g) in methanol (200 mL) was degassed for 2 minutes and stirred under a hydrogen atmosphere for 30 minutes. A solution of acid 12 (10.7 g, 17.5 mmol) in methanol (10 mL) was then added and the resulting mixture was stirred at room temperature under a hydrogen atmosphere for additional 30 hours. After removal solvent, the resulting residue was purified by flash column chromatography on silica gel (methanol/dichloromethane=10/1) to give the amino acid 1 as a so... Starting materials: C(C)Br (ethyl bromide), CC1=CC=C(O1)C=O (5-methyl-2-furaldehyde), solution, C(C)Br (ethyl bromide), [Mg] (magnesium), [Cl-].[NH4+] (ammonium chloride). The reagents and catalysts are II (iodine). Run in O1CCCC1 (tetrahydrofuran), O1CCCC1 (tetrahydrofuran), O1CCCC1 (tetrahydrofuran), O1CCCC1 (tetrahydrofuran). Run at time 1 hour. Yields the product CC1=CC=C(O1)C(CC)O (1-(5-methyl-2-furyl)propanol). The yield is 151.7%. RXN SMILES: [Mg].[CH2:2](Br)[CH3:3].[CH3:5][C:6]1[O:10][C:9]([CH:11]=[O:12])=[CH:8][CH:7]=1.[Cl-].[NH4+]>O1CCCC1.II>[CH3:5][C:6]1[O:10][C:9]([CH:11]([OH:12])[CH2:2][CH3:3])=[CH:8][CH:7]=1 |f:3.4|. Procedure: Under an atmosphere of nitrogen, 10 ml of tetrahydrofuran and 10 mg of iodine were mixed with 3.974 g of magnesium flakes. With stirring, 3 ml of a solution prepared by dissolving 22.28 g of ethyl bromide in 25 ml of tetrahydrofuran was added dropwise to the mixture. The residual tetrahydrofuran solution of ethyl bromide was added dropwise to the reaction vessel placed in a water bath over one hour. After stirring for thirty minutes, a solution prepared by dissolving 15 g of 5-methyl-2-furaldehy... Reactants: C(C)(C)(C)OC([C@H](CCC)NC(=O)[C@H]1[C@@H](C[C@@H](C1)OC1=CC(=NC2=CC(=CC=C12)OC)C1=CC=CC=C1)C(N[C@@H](C(C)C)C(N[C@H](C(=O)OC)C1CCCCC1)=O)=O)=O ((S)-2-{[(1R,2R,4S)-2-{(S)-1-[((S)-Cyclohexyl-methoxycarbonyl-methyl)-carbamoyl]-2-methyl-propylcarbamoyl}-4-(7-methoxy-2-phenyl-quinolin-4-yloxy)-cyclopentanecarbonyl]-amino}-pentanoic acid tert-butyl ester), C(C)[SiH](CC)CC (triethylsilane). Run in C(Cl)Cl (DCM), FC(C(=O)O)(F)F (trifluoroacetic acid). Run at time 2 hour. Yields the product C1(CCCCC1)[C@@H](C(=O)OC)NC(=O)[C@H](C(C)C)NC(=O)[C@H]1[C@@H](C[C@H](C1)OC1=CC(=NC2=CC(=CC=C12)OC)C1=CC=CC=C1)C(=O)N[C@H](C(=O)O)CCC ((S)-2-{[(1R,2R,4S)-2-{(S)-1-[((S)-Cyclohexyl-methoxycarbonyl-methyl)-carbamoyl]-2-methyl-propylcarbamoyl}-4-(7-methoxy-2-phenyl-quinolin-4-yloxy)-cyclopentanecarbonyl]-amino}-pentanoic acid). The yield is 100.8%. As a reaction SMILES: C([O:5][C:6](=[O:59])[C@@H:7]([NH:11][C:12]([C@@H:14]1[CH2:18][C@@H:17]([O:19][C:20]2[C:29]3[C:24](=[CH:25][C:26]([O:30][CH3:31])=[CH:27][CH:28]=3)[N:23]=[C:22]([C:32]3[CH:37]=[CH:36][CH:35]=[CH:34][CH:33]=3)[CH:21]=2)[CH2:16][C@H:15]1[C:38](=[O:58])[NH:39][C@H:40]([C:44](=[O:57])[NH:45][C@@H:46]([CH:51]1[CH2:56][CH2:55][CH2:54][CH2:53][CH2:52]1)[C:47]([O:49][CH3:50])=[O:48])[CH:41]([CH3:43])[CH3:42])=[O:13])[CH2:8][CH2:9][CH3:10])(C)(C)C.C([SiH](CC)CC)C>C(Cl)Cl.FC(F)(F)C(O)=O>[CH:51]1([C@H:46]([NH:45][C:44]([C@@H:40]([NH:39][C:38]([C@@H:15]2[CH2:16][C@H:17]([O:19][C:20]3[C:29]4[C:24](=[CH:25][C:26]([O:30][CH3:31])=[CH:27][CH:28]=4)[N:23]=[C:22]([C:32]4[CH:33]=[CH:34][CH:35]=[CH:36][CH:37]=4)[CH:21]=3)[CH2:18][C@H:14]2[C:12]([NH:11][C@@H:7]([CH2:8][CH2:9][CH3:10])[C:6]([OH:59])=[O:5])=[O:13])=[O:58])[CH:41]([CH3:42])[CH3:43])=[O:57])[C:47]([O:49][CH3:50])=[O:48])[CH2:56][CH2:55][CH2:54][CH2:53][CH2:52]1. Procedure: Tert.butyl ester 56 (28 mg, 0.034 mmol) and triethylsilane (14 μL, 0.088 mmol) was dissolved in DCM (2 mL) after which trifluoroacetic acid (2 mL) was added and the mixture was stirred for 2 h. Co-evaporation with toluene gave 57 (26 mg, 100%) as a colorless solid. Starting materials: ClC1=C2N=CN(C2=NC(=N1)C#CC(C)O)C (4-(6-chloro-9-methyl-9H-purin-2-yl)but-3-yn-2-ol), O (water), N (ammonia). Solvent: O1CCOCC1 (dioxane). Conditions: temperature 70 celsius, time 8 hour. The product is NC1=C2N=CN(C2=NC(=N1)C#CC(C)O)C (4-(6-Amino-9-methyl-9H-purin-2-yl)but-3-yn-2-ol). RXN SMILES: Cl[C:2]1[N:10]=[C:9]([C:11]#[C:12][CH:13]([OH:15])[CH3:14])[N:8]=[C:7]2[C:3]=1[N:4]=[CH:5][N:6]2[CH3:16].O.[NH3:18]>O1CCOCC1>[NH2:18][C:2]1[N:10]=[C:9]([C:11]#[C:12][CH:13]([OH:15])[CH3:14])[N:8]=[C:7]2[C:3]=1[N:4]=[CH:5][N:6]2[CH3:16]. Procedure details: To a solution of 4-(6-chloro-9-methyl-9H-purin-2-yl)but-3-yn-2-ol (4.8 g, 20.34 mmol) in dioxane (30 ml) was added 30% w/w water solution of ammonia (60 ml). The reaction mixture was stirred overnight in an autoclave at 70° C. The solution was evaporated at atmospheric pressure at 50° C. and then under reduced pressure. The residue was purified by flash chromatography (DCM/MeOH: 97/3). Reactants: C(CCl)Cl (EDC), FC=1C=CC(=NC1)NN ((5-fluoro-pyridin-2-yl)-hydrazine), CC(C)(C)OC(=O)N1CC[C@H](C1)C(=O)O ((R)-1-N-BOC-beta proline), C=1C=CC2=C(C1)N=NN2O (HOBt). The solvent is C(Cl)Cl (DCM), O (H2O), O (Water). Run at time 4 hour. Yields the product C(C)(C)(C)OC(=O)N1C[C@@H](CC1)C(=O)N(N)C1=NC=C(C=C1)F ((R)-3-[N-(5-Fluoro-pyridin-2-yl)-hydrazinocarbonyl]-pyrrolidine-1-carboxylic acid tert-butyl ester). The yield is 91.0%. RXN SMILES: [F:1][C:2]1[CH:3]=[CH:4][C:5]([NH:8][NH2:9])=[N:6][CH:7]=1.[CH3:10][C:11]([O:14][C:15]([N:17]1[CH2:21][C@H:20]([C:22](O)=[O:23])[CH2:19][CH2:18]1)=[O:16])([CH3:13])[CH3:12].C1C=CC2N(O)N=NC=2C=1.C(Cl)CCl>C(Cl)Cl.O>[C:11]([O:14][C:15]([N:17]1[CH2:18][CH2:19][C@@H:20]([C:22]([N:8]([C:5]2[CH:4]=[CH:3][C:2]([F:1])=[CH:7][N:6]=2)[NH2:9])=[O:23])[CH2:21]1)=[O:16])([CH3:13])([CH3:12])[CH3:10]. Procedure details: To a brown solution of (5-fluoro-pyridin-2-yl)-hydrazine (590 mg, 4.64 mmol), (R)-1-N-BOC-beta proline (Manchester Organics, 1.00 g, 4.64 mmol) and HOBt.H2O (71.1 mg, 0.464 mmol) in DCM (20 mL) at RT was added EDC (1.07 g, 5.57 mmol) (CARE: exotherm to 35° C.) and the resulting solution stirred at RT for 4 h. Water (20 mL) was added and the mixture shaken. The aqueous was extracted with DCM (20 mL), then the combined organics were passed through a hydrophobic frit and concentrated in vacuo to 1 ... The reactants are ClC1=C(C(=CC=C1)Cl)C (2,6-dichlorotoluene), BrBr (bromine), ice water. The reagents and catalysts are [Fe] (iron), II (iodine). The solvent is C(Cl)(Cl)(Cl)Cl (CCl4). Run at time 3 hour. Product: BrC1=C(C(=C(C=C1)Cl)C)Cl (1-bromo-2,4-dichloro-3-methyl-benzene). Isolated yield 102.2%. Reaction SMILES: [Cl:1][C:2]1[CH:7]=[CH:6][CH:5]=[C:4]([Cl:8])[C:3]=1[CH3:9].[Br:10]Br>C(Cl)(Cl)(Cl)Cl.[Fe].II>[Br:10][C:5]1[CH:6]=[CH:7][C:2]([Cl:1])=[C:3]([CH3:9])[C:4]=1[Cl:8]. Reported procedure: Treat a mixture of 2,6-dichlorotoluene (50.0 g, 0.31 mol), iodine (0.10 g, 0.39 mmol), and 325 mesh iron powder (0.70 g, 12.5 mmol) in CCl4 (60 mL) dropwise with bromine (52.8 g, 0.33 mol) over 20 minutes and is stir for 3 hours at room temperature. Pour the mixture into ice water and extract with 1,2-dichloroethane. Wash the organic layer with saturated sodium bisulfite and dry using Na2SO4. Remove the solvent in vacuo to afford 76.01 g (100%) 1-bromo-2,4-dichloro-3-methyl-benzene. Starting materials: NCC1=CC=C(C=C1)C1=CC=CC=2N=C(OC21)NC2=CC(=C(C(=C2)OC)OC)OC ([7-(4-aminomethyl-phenyl)-benzooxazol-2-yl]-(3,4,5-trimethoxy-phenyl)-amine), CS(=O)(=O)Cl (methanesulfonyl chloride). Solvent: N1=CC=CC=C1 (pyridine). Run at time 1.5 hour. Yields the product COC=1C=C(C=C(C1OC)OC)NC=1OC2=C(N1)C=CC=C2C2=CC=C(CNS(=O)(=O)C)C=C2 (N-{4-[2-(3,4,5-Trimethoxy-phenylamino)-benzooxazol-7-yl]-benzyl}-methanesulfonamide). Reaction SMILES: [NH2:1][CH2:2][C:3]1[CH:8]=[CH:7][C:6]([C:9]2[C:17]3[O:16][C:15]([NH:18][C:19]4[CH:24]=[C:23]([O:25][CH3:26])[C:22]([O:27][CH3:28])=[C:21]([O:29][CH3:30])[CH:20]=4)=[N:14][C:13]=3[CH:12]=[CH:11][CH:10]=2)=[CH:5][CH:4]=1.[CH3:31][S:32](Cl)(=[O:34])=[O:33]>N1C=CC=CC=1>[CH3:26][O:25][C:23]1[CH:24]=[C:19]([NH:18][C:15]2[O:16][C:17]3[C:9]([C:6]4[CH:7]=[CH:8][C:3]([CH2:2][NH:1][S:32]([CH3:31])(=[O:34])=[O:33])=[CH:4][CH:5]=4)=[CH:10][CH:11]=[CH:12][C:13]=3[N:14]=2)[CH:20]=[C:21]([O:29][CH3:30])[C:22]=1[O:27][CH3:28]. Reported procedure: A mixture of 0.10 g (0.247 mmol) [7-(4-aminomethyl-phenyl)-benzooxazol-2-yl]-(3,4,5-trimethoxy-phenyl)-amine (example 29) and 0.037 g (0.32 mmol) methanesulfonyl chloride in 4 ml pyridine is stirred for 1.5 h at room temperature. Then the reaction mixture is poured on water and extracted 3× with EtOAc. The combined organic layers are washed with 0.1N NaOH solution and water, dried over MgSO4, filtered and the filtrate is concentrated in vacuo and co-evaporated twice with toluene. The residue is ...